Task: describe an organic reaction: reactants, conditions, products, and yield. Dataset: the Open Reaction Database (ORD), a public repository of structured organic reaction records Reactants: CO (methanol), [OH-].[K+] (potassium hydroxide), C(C)(=O)OCC1=CC(C=C2CC[C@H]3[C@@H]4CCC([C@@]4(C)CC[C@@H]3[C@@]12C)=O)=O (1-acetoxymethylandrosta-1,4-diene-3,17-dione). Run in C(Cl)Cl (methylene chloride). Yields the product OCC1=CC(C=C2CC[C@H]3[C@@H]4CCC([C@@]4(C)CC[C@@H]3[C@@]12C)=O)=O (1-hydroxymethylandrosta-1,4-diene-3,17-dione). Yield: 87.6%. Reaction SMILES: C([O:4][CH2:5][C:6]1[C@@:23]2([CH3:24])[C:10]([CH2:11][CH2:12][C@@H:13]3[C@@H:22]2[CH2:21][CH2:20][C@@:18]2([CH3:19])[C@H:14]3[CH2:15][CH2:16][C:17]2=[O:25])=[CH:9][C:8](=[O:26])[CH:7]=1)(=O)C.CO.[OH-].[K+]>C(Cl)Cl>[OH:4][CH2:5][C:6]1[C@@:23]2([CH3:24])[C:10]([CH2:11][CH2:12][C@@H:13]3[C@@H:22]2[CH2:21][CH2:20][C@@:18]2([CH3:19])[C@H:14]3[CH2:15][CH2:16][C:17]2=[O:25])=[CH:9][C:8](=[O:26])[CH:7]=1 |f:2.3|. Procedure: 2.2 g of 1-acetoxymethylandrosta-1,4-diene-3,17-dione is stirred under argon gas atmosphere in 20 ml of methylene chloride and 25 ml of methanol with 250 mg of potassium hydroxide at 0° to 5° C. for 5 hours. The mixture is then neutralized with acetic acid, concentration, and precipitated into water. The product is suctioned off, washed with water, and dried. Recrystallization from acetone/hexane yields 1.7 g of 1-hydroxymethylandrosta-1,4-diene-3,17-dione, mp 201°-202° C.